This data is from the Open Reaction Database (ORD), a public repository of structured organic reaction records. The task is: describe an organic reaction: reactants, conditions, products, and yield Reactants: O (water), CI (Methyl iodide), ClC=1C=C(C(NN1)=O)C (6-chloro-4-methyl-2H-pyridazin-3-one), C(=O)([O-])[O-].[K+].[K+] (K2CO3). Solvent: CN(C=O)C (N,N-dimethylformamide). Conditions: time 8 hour. Yields the product ClC=1C=C(C(N(N1)C)=O)C (6-Chloro-2,4-dimethyl-2H-pyridazin-3-one). RXN SMILES: CI.[Cl:3][C:4]1[CH:5]=[C:6]([CH3:11])[C:7](=[O:10])[NH:8][N:9]=1.[C:12]([O-])([O-])=O.[K+].[K+].O>CN(C)C=O>[Cl:3][C:4]1[CH:5]=[C:6]([CH3:11])[C:7](=[O:10])[N:8]([CH3:12])[N:9]=1 |f:2.3.4|. Reported procedure: Methyl iodide (1.3 mL) was added to a mixture of 6-chloro-4-methyl-2H-pyridazin-3-one (2.70 g) and K2CO3 (3.40 g) in N,N-dimethylformamide (27 mL). The resulting mixture was stirred at ambient temperature overnight. Then, water was added and the mixture was extracted with ethyl acetate. The combined organic extracts were washed with water and brine and dried (MgSO4). After removal of the solvent, the title compound was obtained as a solid. Reactants: S(O)(O)(=O)=O (sulphuric acid), S1C=CC2=C1C=CC=C2 (benzothiophene), [Cl-].[K+] (potassium chloride). The solvent is C(C)(=O)OC(C)=O (acetic anhydride). Product: [K+].S1C2=C(C(=C1)S(=O)(=O)[O-])C=CC=C2 (Benzo[b]thiophene-3-sulfonic acid potassium salt). As a reaction SMILES: [S:1](=[O:5])(=O)([OH:3])[OH:2].[S:6]1[C:10]2[CH:11]=[CH:12][CH:13]=[CH:14][C:9]=2[CH:8]=[CH:7]1.[Cl-].[K+:16]>C(OC(=O)C)(=O)C>[K+:16].[S:6]1[CH:7]=[C:8]([S:1]([O-:3])(=[O:5])=[O:2])[C:9]2[CH:14]=[CH:13][CH:12]=[CH:11][C:10]1=2 |f:2.3,5.6|. Reported procedure: Concentrated sulphuric acid (0.43 ml) was added to a cooled, stirred mixture of benzothiophene (1 g) in acetic anhydride (0.93 ml), giving a brown viscous oil, which was left to stir for 50 mins under nitrogen. The mixture was then diluted with ice to give 20 ml, extracted with ether (2×10 ml) and the aqueous phase concentrated in vacuo to give 5 ml. This was then treated with a hot saturated solution of potassium chloride (2 g), cooled and filtered to give the title compound as a pale brown sol... The product is C(C)(C)(C)OC(C1=C(C=C(C=C1)NC(=O)[C@@H]1N[C@H]([C@]([C@H]1C1=C(C(=CC=C1)Cl)F)(C#N)C1=C(C=C(C=C1)Cl)F)CC(C)(C)C)F)=O (4-{[(2R,3S,4R,5S)-4-(4-Chloro-2-fluoro-phenyl)-3-(3-chloro-2 fluoro-phenyl)-4-cyano-5-(2,2-dimethyl-propyl)-pyrrolidine-2-carbonyl]-amino}-2-fluoro-benzoic acid tert-butyl ester). Procedure: In a 25 mL round-bottomed flask, (2R,3S,4R,5S)-3-(3-chloro-2-fluorophenyl)-4-(4-chloro-2-fluorophenyl)-4-cyano-5-neopentylpyrrolidine-2-carboxylic acid compound with 2,2,2-trifluoroacetic acid (1:1) (200 mg, 344 μmol, Eq: 1.00), was combined with CH2Cl2 (4.5 ml) to give a yellow solution. DIPEA (178 mg, 1.38 mmol, Eq: 4) and diphenylphosphinic chloride (244 mg, 1.03 mmol, Eq: 3) were added and the reaction was stirred at RT for 20 minutes. Tert-butyl 4-amino-2-fluorobenzoate (72.7 mg, 344 μmol, ... RXN SMILES: FC(F)(F)C(O)=O.[Cl:8][C:9]1[C:10]([F:38])=[C:11]([C@@H:15]2[C@:19]([C:22]3[CH:27]=[CH:26][C:25]([Cl:28])=[CH:24][C:23]=3[F:29])([C:20]#[N:21])[C@H:18]([CH2:30][C:31]([CH3:34])([CH3:33])[CH3:32])[NH:17][C@H:16]2[C:35](O)=[O:36])[CH:12]=[CH:13][CH:14]=1.CCN(C(C)C)C(C)C.C1(P(Cl)(C2C=CC=CC=2)=O)C=CC=CC=1.[NH2:63][C:64]1[CH:76]=[CH:75][C:67]([C:68]([O:70][C:71]([CH3:74])([CH3:73])[CH3:72])=[O:69])=[C:66]([F:77])[CH:65]=1>C(Cl)Cl>[C:71]([O:70][C:68](=[O:69])[C:67]1[CH:75]=[CH:76][C:64]([NH:63][C:35]([C@H:16]2[C@H:15]([C:11]3[CH:12]=[CH:13][CH:14]=[C:9]([Cl:8])[C:10]=3[F:38])[C@:19]([C:22]3[CH:27]=[CH:26][C:25]([Cl:28])=[CH:24][C:23]=3[F:29])([C:20]#[N:21])[C@H:18]([CH2:30][C:31]([CH3:33])([CH3:32])[CH3:34])[NH:17]2)=[O:36])=[CH:65][C:66]=1[F:77])([CH3:74])([CH3:72])[CH3:73] |f:0.1|. Conditions: time 20 minute. The solvent is C(Cl)Cl (CH2Cl2). The reactants are NC1=CC(=C(C(=O)OC(C)(C)C)C=C1)F (Tert-butyl 4-amino-2-fluorobenzoate), CCN(C(C)C)C(C)C (DIPEA), C1(=CC=CC=C1)P(=O)(C1=CC=CC=C1)Cl (diphenylphosphinic chloride), FC(C(=O)O)(F)F.ClC=1C(=C(C=CC1)[C@H]1[C@@H](N[C@H]([C@]1(C#N)C1=C(C=C(C=C1)Cl)F)CC(C)(C)C)C(=O)O)F ((2R,3S,4R,5S)-3-(3-chloro-2-fluorophenyl)-4-(4-chloro-2-fluorophenyl)-4-cyano-5-neopentylpyrrolidine-2-carboxylic acid compound with 2,2,2-trifluoroacetic acid). Starting materials: CC1(OB(OC1(C)C)C1=C(C=CC=C1)O)C (2-(4,4,5,5-tetramethyl-1,3,2-dioxaborolan-2-yl)phenol), C([O-])([O-])=O.[K+].[K+] (potassium carbonate), FC1=CC=C(C=C1)[N+](=O)[O-] (1-fluoro-4-nitrobenzene). Solvent: CN(C)C=O (DMF). Run at temperature 120 celsius, time 18 hour. Product: CC1(OB(OC1(C)C)C1=C(C=CC=C1)OC1=CC=C(C=C1)[N+](=O)[O-])C (4,4,5,5-tetramethyl-2-(2-(4-nitrophenoxy)phenyl)-1,3,2-dioxaborolane). Reaction SMILES: [CH3:1][C:2]1([CH3:16])[C:6]([CH3:8])([CH3:7])[O:5][B:4]([C:9]2[CH:14]=[CH:13][CH:12]=[CH:11][C:10]=2[OH:15])[O:3]1.C(=O)([O-])[O-].[K+].[K+].F[C:24]1[CH:29]=[CH:28][C:27]([N+:30]([O-:32])=[O:31])=[CH:26][CH:25]=1>CN(C=O)C>[CH3:8][C:6]1([CH3:7])[C:2]([CH3:16])([CH3:1])[O:3][B:4]([C:9]2[CH:14]=[CH:13][CH:12]=[CH:11][C:10]=2[O:15][C:24]2[CH:29]=[CH:28][C:27]([N+:30]([O-:32])=[O:31])=[CH:26][CH:25]=2)[O:5]1 |f:1.2.3|. Reported procedure: To a solution of 2-(4,4,5,5-tetramethyl-1,3,2-dioxaborolan-2-yl)phenol (2.00 g, 9.09 mmol) in DMF was added potassium carbonate (2.51 g, 18.2 mmol) and 1-fluoro-4-nitrobenzene (0.964 ml, 9.09 mmol). The reaction mixture was flushed with nitrogen, sealed, and heated to 120° C. After 18 h, water was added and the mixture was extracted 2× with EtOAc. The organic layer was dried over Na2SO4, filtered, and concentrated in vacuo, and the crude was purify by silica gel chromatography, eluting with 0-15... The reactants are C, CCOC(=O)c1ncc2[nH]c3ccc(C(=O)OCc4ccccc4)cc3c2c1CC, CO, Cl, [Pd]. The product is CCOC(=O)c1ncc2[nH]c3ccc(C(=O)O)cc3c2c1CC. Reaction SMILES: [C:34].[CH2:1]([CH3:2])[O:3][C:4](=[O:5])[c:6]1[n:7][cH:8][c:9]2[nH:10][c:11]3[cH:12][cH:13][c:14]([C:21](=[O:22])[O:23][CH2:24][c:25]4[cH:26][cH:27][cH:28][cH:29][cH:30]4)[cH:15][c:16]3[c:17]2[c:18]1[CH2:19][CH3:20].[CH3:32][OH:33].[ClH:31].[Pd:35]>>[CH2:1]([CH3:2])[O:3][C:4](=[O:5])[c:6]1[n:7][cH:8][c:9]2[nH:10][c:11]3[cH:12][cH:13][c:14]([C:21](=[O:22])[OH:23])[cH:15][c:16]3[c:17]2[c:18]1[CH2:19][CH3:20].